Dataset: the Open Reaction Database (ORD), a public repository of structured organic reaction records. Task: describe an organic reaction: reactants, conditions, products, and yield Reactants: COc1ccc(C2(CSCC(=O)O)OCC(C)(C)CO2)cc1, CN(C)c1ccncc1, C(=NC1CCCCC1)=NC1CCCCC1, ClCCl, O=C1NC(c2ccccc2)CO1. Product: COc1ccc(C2(CSCC(=O)N3C(=O)OCC3c3ccccc3)OCC(C)(C)CO2)cc1. RXN SMILES: [CH3:1][O:2][c:3]1[cH:4][cH:5][c:6]([C:9]2([CH2:17][S:18][CH2:19][C:20](=[O:21])[OH:22])[O:10][CH2:11][C:12]([CH3:15])([CH3:16])[CH2:13][O:14]2)[cH:7][cH:8]1.[CH3:53][N:54]([CH3:55])[c:56]1[cH:57][cH:58][n:59][cH:60][cH:61]1.[CH:23]1([N:24]=[C:25]=[N:26][CH:27]2[CH2:28][CH2:29][CH2:30][CH2:31][CH2:32]2)[CH2:33][CH2:34][CH2:35][CH2:36][CH2:37]1.[Cl:50][CH2:51][Cl:52].[c:38]1([CH:44]2[NH:45][C:46](=[O:49])[O:47][CH2:48]2)[cH:39][cH:40][cH:41][cH:42][cH:43]1>>[CH3:1][O:2][c:3]1[cH:4][cH:5][c:6]([C:9]2([CH2:17][S:18][CH2:19][C:20](=[O:21])[N:45]3[CH:44]([c:38]4[cH:39][cH:40][cH:41][cH:42][cH:43]4)[CH2:48][O:47][C:46]3=[O:49])[O:10][CH2:11][C:12]([CH3:15])([CH3:16])[CH2:13][O:14]2)[cH:7][cH:8]1. The reactants are OCCOCCCCN(C(C)C)C1CCN(CC1)CC1=CC=CC=C1 (4-[N-(7-Hydroxy-5-oxahept-1-yl)-N-(isopropyl)amino]-1-benzylpiperidine), BrP(C1=CC=CC=C1)(C1=CC=CC=C1)(C1=CC=CC=C1)Br (dibromotriphenylphosphorane). Run in ClCCl (dichloromethane). Yields the product BrCCOCCCCN(C(C)C)C1CCN(CC1)CC1=CC=CC=C1 (4-[N-(7-Bromo-5-oxahept-1-yl)-N-(isopropyl)amino]-1-benzylpiperidine). As a reaction SMILES: O[CH2:2][CH2:3][O:4][CH2:5][CH2:6][CH2:7][CH2:8][N:9]([CH:13]1[CH2:18][CH2:17][N:16]([CH2:19][C:20]2[CH:25]=[CH:24][CH:23]=[CH:22][CH:21]=2)[CH2:15][CH2:14]1)[CH:10]([CH3:12])[CH3:11].[Br:26]P(Br)(C1C=CC=CC=1)(C1C=CC=CC=1)C1C=CC=CC=1>ClCCl>[Br:26][CH2:2][CH2:3][O:4][CH2:5][CH2:6][CH2:7][CH2:8][N:9]([CH:13]1[CH2:18][CH2:17][N:16]([CH2:19][C:20]2[CH:25]=[CH:24][CH:23]=[CH:22][CH:21]=2)[CH2:15][CH2:14]1)[CH:10]([CH3:12])[CH3:11]. Procedure: 4-[N-(7-Hydroxy-5-oxahept-1-yl)-N-(isopropyl)amino]-1-benzylpiperidine (2.0 g, 5.7 mmol) was treated with dibromotriphenylphosphorane (6.1 g, 14.4 mmol) in dichloromethane for 2 h. The reaction mixture was then was washed with 1 N sodium hydroxide, saturated sodium bicarbonate, brine, dried over magnesium sulfate and concentrated to give the title intermediate, which was used without further purification. The reactants are ClC1=C(C(=O)O)C=CC=C1Cl (2,3-dichlorobenzoic acid), N1(CCOCC1)C(CN)C=1C=NC=NC1 (2-morpholin-4-yl-2-pyrimidin-5-yl-ethylamine). The product is ClC1=C(C(=O)NCC(C=2C=NC=NC2)N2CCOCC2)C=CC=C1Cl (2,3-Dichloro-N-(2-morpholino-2-pyrimidin-5-yl-ethyl)benzamide). Reaction SMILES: [Cl:1][C:2]1[C:10]([Cl:11])=[CH:9][CH:8]=[CH:7][C:3]=1[C:4]([OH:6])=O.[N:12]1([CH:18]([C:21]2[CH:22]=[N:23][CH:24]=[N:25][CH:26]=2)[CH2:19][NH2:20])[CH2:17][CH2:16][O:15][CH2:14][CH2:13]1>>[Cl:1][C:2]1[C:10]([Cl:11])=[CH:9][CH:8]=[CH:7][C:3]=1[C:4]([NH:20][CH2:19][CH:18]([N:12]1[CH2:17][CH2:16][O:15][CH2:14][CH2:13]1)[C:21]1[CH:22]=[N:23][CH:24]=[N:25][CH:26]=1)=[O:6]. Procedure details: From 2,3-dichlorobenzoic acid and 2-morpholin-4-yl-2-pyrimidin-5-yl-ethylamine. Reactants: OC1=CC=C(C=C1)C(=C(Cl)C1=CC=CC=C1)C1=CC=CC=C1 (1-[(4-hydroxy)phenyl]-1,2-diphenyl-2-chloro-ethylene), BrCCCCCCl (5-bromo-1-chloropentane), [O-]CC.[Na+] (sodium ethoxide). Run in C(C)O (ethanol), C(C)O (ethanol). The product is ClCCCCCOC1=CC=C(C=C1)C(=C(Cl)C1=CC=CC=C1)C1=CC=CC=C1 (1-[4-(5-Chloropentoxy)phenyl]-1,2-diphenyl-2-chloro-ethylene). As a reaction SMILES: [OH:1][C:2]1[CH:7]=[CH:6][C:5]([C:8]([C:17]2[CH:22]=[CH:21][CH:20]=[CH:19][CH:18]=2)=[C:9]([C:11]2[CH:16]=[CH:15][CH:14]=[CH:13][CH:12]=2)[Cl:10])=[CH:4][CH:3]=1.Br[CH2:24][CH2:25][CH2:26][CH2:27][CH2:28][Cl:29].[O-]CC.[Na+]>C(O)C>[Cl:29][CH2:28][CH2:27][CH2:26][CH2:25][CH2:24][O:1][C:2]1[CH:3]=[CH:4][C:5]([C:8]([C:17]2[CH:18]=[CH:19][CH:20]=[CH:21][CH:22]=2)=[C:9]([C:11]2[CH:16]=[CH:15][CH:14]=[CH:13][CH:12]=2)[Cl:10])=[CH:6][CH:7]=1 |f:2.3|. Reported procedure: Combine (E and Z)-1-[(4-hydroxy)phenyl]-1,2-diphenyl-2-chloro-ethylene (2.3 g, 7.5 mmol) and 5-bromo-1-chloropentane (2.78 g, 15.0 mmol) in ethanol (40 mL). Add a solution of sodium ethoxide in ethanol (11.12 mL, 0.67M, 7.5 mmol). Heat to reflux under an inert atmosphere. After 24 hours concentrate in vacuo. Chromatograph on silica gel eluting with 1/7 ethyl acetate/hexane. Concentration of the product containing fractions to give the title compound which is taken on to the next step without fur... The product is NC1[C@@H]2N(C(=C(CS2)C=CC2=CC=CC=C2)C(=O)O)C1=O (7-Amino-3-(2-phenyl)ethenyl-3-cephem-4-carboxylic acid). Procedure details: A suspension of 0.3 g of 7-amino-3-formyl-3-cephem-4-carboxylic acid in 3 ml of THF is treated at room temperature with 1.4 ml of BSA. The reaction mixture is stirred at room temperature for 10 minutes. A clear solution is obtained containing N,O-bistrimethylsilyl-7-amino-3-formyl-3-cephem-4-carboxylic acid. The solution is cooled to 0° and treated with a solution of 0.53 g of phenylmethylene triphenylphosphorane in 4 ml of THF. After 24 hours stirring at 0° the reaction mixture is worked up as ... Conditions: time 10 minute. RXN SMILES: [NH2:1][CH:2]1[C:14](=[O:15])[N:4]2[C:5]([C:11]([OH:13])=[O:12])=[C:6]([CH:9]=O)[CH2:7][S:8][C@H:3]12.[C:16]1([CH:22]=P(C2C=CC=CC=2)(C2C=CC=CC=2)C2C=CC=CC=2)[CH:21]=[CH:20][CH:19]=[CH:18][CH:17]=1>C1COCC1>[NH2:1][CH:2]1[C:14](=[O:15])[N:4]2[C:5]([C:11]([OH:13])=[O:12])=[C:6]([CH:9]=[CH:22][C:16]3[CH:21]=[CH:20][CH:19]=[CH:18][CH:17]=3)[CH2:7][S:8][C@H:3]12. Reactants: N,O-bistrimethylsilyl-7-amino-3-formyl-3-cephem-4-carboxylic acid, NC1[C@@H]2N(C(=C(CS2)C=O)C(=O)O)C1=O (7-amino-3-formyl-3-cephem-4-carboxylic acid), C1(=CC=CC=C1)C=P(C1=CC=CC=C1)(C1=CC=CC=C1)C1=CC=CC=C1 (phenylmethylene triphenylphosphorane). Run in C1CCOC1 (THF), C1CCOC1 (THF). The reactants are COC(C1=CC(=C(C(=C1)I)N)N)=O (3,4-diamino-5-iodo-benzoic acid methyl ester), C(OC)(OC)OC (trimethyl orthoformate). Reagents/catalysts: C1(=CC=C(C=C1)S(=O)(=O)O)C (4-toluenesulfonic acid). Solvent: C1CCOC1 (THF). Run at time 8 hour. Product: COC(=O)C1=CC2=C(N=CN2)C(=C1)I (7-Iodo-3H-benzoimidazole-5-carboxylic acid methyl ester). Isolated yield 45.1%. Reaction SMILES: [CH3:1][O:2][C:3](=[O:13])[C:4]1[CH:9]=[C:8]([I:10])[C:7]([NH2:11])=[C:6]([NH2:12])[CH:5]=1.[CH:14](OC)(OC)OC>C1COCC1.C1(C)C=CC(S(O)(=O)=O)=CC=1>[CH3:1][O:2][C:3]([C:4]1[CH:9]=[C:8]([I:10])[C:7]2[N:11]=[CH:14][NH:12][C:6]=2[CH:5]=1)=[O:13]. Reported procedure: To a solution of 3,4-diamino-5-iodo-benzoic acid methyl ester (1.68 g, 5.75 mmol) in THF (20 mL) was added trimethyl orthoformate (1.26 mL, 11.5 mmol) and 4-toluenesulfonic acid (11 mg, 0.057 mmol). The mixture was stirred at room temperature overnight, then partitioned between ethyl acetate and water. The organic layer was separated, dried over MgSO4, filtered and concentrated under reduced pressure to give 783 mg (45%) of 7-Iodo-3H-benzoimidazole-5-carboxylic acid methyl ester, MS (M+H)=303. The reactants are C(C)OC(C(C)(O)C=1C=NC(=C(C1)OCC)[N+](=O)[O-])=O (2-(6-nitro-5-ethoxy-pyridin-3-yl)-2-hydroxy-propionic acid ethyl ester), C(=O)[O-].[NH4+] (ammonium formate), C1CCOC1.CO (THF methanol). Reagents/catalysts: [Pd] (Pd/C). Solvent: CCOC(=O)C (EtOAc). Product: C(C)OC(C(C)(O)C=1C=NC(=C(C1)OCC)N)=O (2-(6-Amino-5-ethoxy-pyridin-3-yl)-2-hydroxy-propionic acid ethyl ester). Isolated yield 74.2%. As a reaction SMILES: [CH2:1]([O:3][C:4](=[O:20])[C:5]([C:8]1[CH:9]=[N:10][C:11]([N+:17]([O-])=O)=[C:12]([O:14][CH2:15][CH3:16])[CH:13]=1)([OH:7])[CH3:6])[CH3:2].C([O-])=O.[NH4+].C1COCC1.CO>CCOC(C)=O.[Pd]>[CH2:1]([O:3][C:4](=[O:20])[C:5]([C:8]1[CH:9]=[N:10][C:11]([NH2:17])=[C:12]([O:14][CH2:15][CH3:16])[CH:13]=1)([OH:7])[CH3:6])[CH3:2] |f:1.2,3.4|. Reported procedure: A mixture of 2-(6-nitro-5-ethoxy-pyridin-3-yl)-2-hydroxy-propionic acid ethyl ester (1.3 g), ammonium formate (1.5 g), and 10% Pd/C (100 mg) was stirred in a 1:1 mixture of THF/methanol overnight. The reaction mixture was filtered through diatomaceous earth, and the filtrate evaporated to yield an oil. The oil was dissolved in EtOAc, washed with water and brine, and the organic layer separated and dried over magnesium sulfate. Evaporation furnished 863 mg of the title compound. LC/MS+=255. The reactants are C(#N)CCCCO (4-Cyanobutanol), [H-].[Na+] (sodium hydride), FC(CN=C(NC1=NC(=NC=C1)S(=O)C)N)(F)F (4-[2-(2,2,2-Trifluoroethyl)guanidino]-2-methylsulphinylpyrimidine). Solvent: C(C)(C)(C)O (t-butanol). Conditions: time 2 hour. Product: FC(CN=C(NC1=NC(=NC=C1)OCCCCC#N)N)(F)F (5-[4-(2-[2,2,2-trifluoroethyl]guanidino)pyrimid-2-yloxy]valeronitrile). Isolated yield 67.2%. RXN SMILES: [C:1]([CH2:3][CH2:4][CH2:5][CH2:6][OH:7])#[N:2].[H-].[Na+].[F:10][C:11]([F:27])([F:26])[CH2:12][N:13]=[C:14]([NH2:25])[NH:15][C:16]1[CH:21]=[CH:20][N:19]=[C:18](S(C)=O)[N:17]=1>C(O)(C)(C)C>[F:27][C:11]([F:10])([F:26])[CH2:12][N:13]=[C:14]([NH2:25])[NH:15][C:16]1[CH:21]=[CH:20][N:19]=[C:18]([O:7][CH2:6][CH2:5][CH2:4][CH2:3][C:1]#[N:2])[N:17]=1 |f:1.2|. Procedure details: 4-Cyanobutanol (10 g.) was added to sodium hydride (2.75 g.) in t-butanol (95 ml.) and the solution warmed to 40°. 4-[2-(2,2,2-Trifluoroethyl)guanidino]-2-methylsulphinylpyrimidine (11.24 g.) was added over 10 minutes and the solution kept at 40° for 2 hours then at room temperature for 18 hours. The solvent was removed under vacuum and the residue washed with water, then ether to give 5-[4-(2-[2,2,2-trifluoroethyl]guanidino)pyrimid-2-yloxy]valeronitrile (8.5 g.), m.p. 134°-136°. Starting materials: [BH4-], CO, CC(C)(C)OC(=O)NCCSCc1nc(N)sc1SC#N, [Na+], O. Product: CC(C)(C)OC(=O)NCCSCc1nc(N)sc1S. Reaction SMILES: [BH4-:22].[CH3:25][OH:26].[NH2:1][c:2]1[s:3][c:4]([S:19][C:20]#[N:21])[c:5]([CH2:7][S:8][CH2:9][CH2:10][NH:11][C:12](=[O:13])[O:14][C:15]([CH3:16])([CH3:17])[CH3:18])[n:6]1.[Na+:23].[OH2:24]>>[NH2:1][c:2]1[s:3][c:4]([SH:19])[c:5]([CH2:7][S:8][CH2:9][CH2:10][NH:11][C:12](=[O:13])[O:14][C:15]([CH3:16])([CH3:17])[CH3:18])[n:6]1.